Dataset: the Open Reaction Database (ORD), a public repository of structured organic reaction records. Task: describe an organic reaction: reactants, conditions, products, and yield Isolated yield 261.8%. Starting materials: P(=O)(O)(O)[O-].[Na+] (sodium dihydrogen phosphate), CC=1SC(=CC1C=O)C (2,5-Dimethyl-3-thiophenecarbaldehyde), [OH-].[Na+] (sodium hydroxide). As a reaction SMILES: [CH3:1][C:2]1[S:3][C:4]([CH3:9])=[CH:5][C:6]=1[CH:7]=[O:8].P([O-])(O)(O)=[O:11].[Na+].[OH-].[Na+]>C(#N)C.O.OO>[CH3:1][C:2]1[S:3][C:4]([CH3:9])=[CH:5][C:6]=1[C:7]([OH:11])=[O:8] |f:1.2,3.4|. Yields the product CC=1SC(=CC1C(=O)O)C (2,5-dimethyl-3-thiophenecarboxylic acid). Reaction conditions: time 2 hour. Run in O (water), OO (hydrogen peroxide), C(C)#N (acetonitrile). Reported procedure: Phosphorus oxychloride (10 ml) was slowly added dropwise to dimethylformamide (30 g) under ice-cooling, and 2,5-dimethylthiophene (11.2 g) was added. The mixture was stirred at 100° C. for 15 hours, poured into water and extracted with ethyl acetate. The extract was dried over anhydrous magnesium sulfate and concentrated under reduced pressure. The residue was purified by silica gel column chromatography to give 2,5-dimethyl-3-thiophenecarbaldehyde (1.41 g). 2,5-Dimethyl-3-thiophenecarbaldehyde ...